Dataset: the Open Reaction Database (ORD), a public repository of structured organic reaction records. Task: describe an organic reaction: reactants, conditions, products, and yield Reaction conditions: time 24 hour. RXN SMILES: [N:1]1([CH2:6][CH2:7][CH2:8][O:9][C:10]2[CH:15]=[CH:14][C:13]([C:16]3([CH2:22][NH:23][C:24]4[CH:29]=[CH:28][N:27]=[CH:26][C:25]=4[NH2:30])[CH2:21][CH2:20][O:19][CH2:18][CH2:17]3)=[CH:12][CH:11]=2)[CH2:5][CH2:4][CH2:3][CH2:2]1.[CH3:31]OC(OC)OC>C(O)=O>[N:1]1([CH2:6][CH2:7][CH2:8][O:9][C:10]2[CH:15]=[CH:14][C:13]([C:16]3([CH2:22][N:23]4[C:24]5[CH:29]=[CH:28][N:27]=[CH:26][C:25]=5[N:30]=[CH:31]4)[CH2:21][CH2:20][O:19][CH2:18][CH2:17]3)=[CH:12][CH:11]=2)[CH2:5][CH2:4][CH2:3][CH2:2]1. The solvent is C(=O)O (formic acid). Yield: 65.0%. Yields the product N1(CCCC1)CCCOC1=CC=C(C=C1)C1(CCOCC1)CN1C=NC=2C=NC=CC21 (1-({4-[4-(3-pyrrolidin-1-ylpropoxy)phenyl]tetrahydro-2H-pyran-4-yl}methyl)-1H-imidazo[4,5-c]pyridine). Reported procedure: N*4*-{4-[4-(3-Pyrrolidin-1-yl-propoxy)-phenyl]-tetrahydro-pyran-4-ylmethyl}-pyridine-3,4-diamine (280 mg, 0.68 mmol), trimethylorthoformate (5 mL) and formic acid (0.5 mL) were stirred at 40° C. for 18 hours then at 60° C. for 24 hours, then at 80° C. for 24 hours. The reaction mixture was concentrated in vacuo and the residue partitioned between 2M NaOH (30 mL) and DCM (2×30 mL). The organics were combined, dried over sodium sulphate, filtered and concentrated in vacuo to give a brown oil. The ... Reactants: N1(CCCC1)CCCOC1=CC=C(C=C1)C1(CCOCC1)CNC1=C(C=NC=C1)N (N*4*-{4-[4-(3-Pyrrolidin-1-yl-propoxy)-phenyl]-tetrahydro-pyran-4-ylmethyl}-pyridine-3,4-diamine), COC(OC)OC (trimethylorthoformate). Reactants: CN(C)c1ccncc1, COc1cc2nccc(Cl)c2cc1OC, Clc1ccccc1Cl, O, Oc1cc2ccncc2cc1-c1ccccn1. Yields the product COc1cc2nccc(Oc3cc4ccncc4cc3-c3ccccn3)c2cc1OC. RXN SMILES: [CH3:34][N:35]([CH3:36])[c:37]1[cH:38][cH:39][n:40][cH:41][cH:42]1.[Cl:18][c:19]1[cH:20][cH:21][n:22][c:23]2[cH:24][c:25]([O:31][CH3:32])[c:26]([O:29][CH3:30])[cH:27][c:28]12.[Cl:43][c:44]1[cH:45][cH:46][cH:47][cH:48][c:49]1[Cl:50].[OH2:33].[n:1]1[c:2](-[c:7]2[c:8]([OH:17])[cH:9][c:10]3[cH:11][cH:12][n:13][cH:14][c:15]3[cH:16]2)[cH:3][cH:4][cH:5][cH:6]1>>[n:1]1[c:2](-[c:7]2[c:8]([O:17][c:19]3[cH:20][cH:21][n:22][c:23]4[cH:24][c:25]([O:31][CH3:32])[c:26]([O:29][CH3:30])[cH:27][c:28]34)[cH:9][c:10]3[cH:11][cH:12][n:13][cH:14][c:15]3[cH:16]2)[cH:3][cH:4][cH:5][cH:6]1. Procedure: To a solution of tert-Butyl 3-(4-(6-(1-(2-hydroxy-2-methylpropyl)-1H-pyrazol-4-yl)isoquinolin-3-ylamino)-3-methoxyphenyl)-5,6-dihydro-[1,2,4]triazolo[4,3-a]pyrazine-7(8H)-carboxylate (Example 55, 29 mg, 0.047 mmol) in DCM (10 mL) at 0° C. was added TFA (0.35 mL). The reaction was stirred at room temperature for 16 hours before concentrating in vacuo. The residue was purified by elution through an SCX-2 column using 2M NH3/MeOH to afford the title compound as a yellow solid (17.5 mg, 72%). Yield: 72.9%. Run in C(Cl)Cl (DCM). As a reaction SMILES: [OH:1][C:2]([CH3:45])([CH3:44])[CH2:3][N:4]1[CH:8]=[C:7]([C:9]2[CH:10]=[C:11]3[C:16](=[CH:17][CH:18]=2)[CH:15]=[N:14][C:13]([NH:19][C:20]2[CH:25]=[CH:24][C:23]([C:26]4[N:30]5[CH2:31][CH2:32][N:33](C(OC(C)(C)C)=O)[CH2:34][C:29]5=[N:28][N:27]=4)=[CH:22][C:21]=2[O:42][CH3:43])=[CH:12]3)[CH:6]=[N:5]1.C(O)(C(F)(F)F)=O>C(Cl)Cl>[CH3:43][O:42][C:21]1[CH:22]=[C:23]([C:26]2[N:30]3[CH2:31][CH2:32][NH:33][CH2:34][C:29]3=[N:28][N:27]=2)[CH:24]=[CH:25][C:20]=1[NH:19][C:13]1[N:14]=[CH:15][C:16]2[C:11]([CH:12]=1)=[CH:10][C:9]([C:7]1[CH:6]=[N:5][N:4]([CH2:3][C:2]([CH3:45])([OH:1])[CH3:44])[CH:8]=1)=[CH:18][CH:17]=2. The product is COC1=C(C=CC(=C1)C1=NN=C2N1CCNC2)NC=2N=CC1=CC=C(C=C1C2)C=2C=NN(C2)CC(C)(O)C (1-(4-(3-(2-Methoxy-4-(5,6,7,8-tetrahydro-[1,2,4]triazolo[4,3-a]pyrazin-3-yl)phenylamino)-isoquinolin-6-yl)-1H-pyrazol-1-yl)-2-methylpropan-2-ol). Reactants: OC(CN1N=CC(=C1)C=1C=C2C=C(N=CC2=CC1)NC1=C(C=C(C=C1)C1=NN=C2N1CCN(C2)C(=O)OC(C)(C)C)OC)(C)C (tert-Butyl 3-(4-(6-(1-(2-hydroxy-2-methylpropyl)-1H-pyrazol-4-yl)isoquinolin-3-ylamino)-3-methoxyphenyl)-5,6-dihydro-[1,2,4]triazolo[4,3-a]pyrazine-7(8H)-carboxylate), C(=O)(C(F)(F)F)O (TFA). Conditions: time 16 hour. The reactants are FC1=C(C=CC(=C1)I)NC=1N(C(C(=CC1C(=O)NOCCOC=C)C)=O)C (2-(2-fluoro-4-iodophenylamino)-1,5-dimethyl-6-oxo-N-(2-(vinyloxy)ethoxy)-1,6-dihydropyridine-3-carboxamide). Solvent: CO (methanol), CO (methanol), CO (methanol). Reaction conditions: temperature 0 celsius. Product: FC1=C(C=CC(=C1)I)NC=1N(C(C(=CC1C(=O)NOCCO)C)=O)C (2-(2-fluoro-4-iodophenylamino)-N-(2-hydroxyethoxy)-1,5-dimethyl-6-oxo-1,6-dihydropyridine-3-carboxamide). As a reaction SMILES: [F:1][C:2]1[CH:7]=[C:6]([I:8])[CH:5]=[CH:4][C:3]=1[NH:9][C:10]1[N:11]([CH3:27])[C:12](=[O:26])[C:13]([CH3:25])=[CH:14][C:15]=1[C:16]([NH:18][O:19][CH2:20][CH2:21][O:22]C=C)=[O:17]>CO>[F:1][C:2]1[CH:7]=[C:6]([I:8])[CH:5]=[CH:4][C:3]=1[NH:9][C:10]1[N:11]([CH3:27])[C:12](=[O:26])[C:13]([CH3:25])=[CH:14][C:15]=1[C:16]([NH:18][O:19][CH2:20][CH2:21][OH:22])=[O:17]. Procedure: The final product from Example 16 (25 mg) was placed in a Syn 10 (Radleys) reaction tube together with a magnetic stirrer, and the material was dissolved in methanol by the addition of one aliquot (1 mL) of methanol preheated to 50° C. with stirring. A further 5 mg of methanol was added to the reaction tube to ensure a super-saturated solution was produced on cooling. When the majority of the solid had dissolved, the resultant solution was filtered through a Pall 0.45 μm PTFE Acrodisc CR13 filte... The solvent is CS(=O)C (DMSO). Procedure details: 80 mg (0.2 mmol) of 5-chloro-7-(2,4-difluorophenyl)-2-[1-(propan-2-yl)piperidin-4-yl][1,2,4]-triazolo[1,5-c]pyrimidine hydrochloride (Example 53A), 60.9 mg (0.25 mmol) of 6-(piperidin-3-ylamino)pyridine-3-carbonitrile hydrochloride (Example 19A) and 0.21 ml (1.23 mmol) of N,N-diisopropylethylamine were initially charged in 1 ml of DMSO. The mixture was heated in the microwave at 130° C. for 30 min. This gave, after purification of the crude product by preparative HPLC (Method 11), 39 mg (33% of ... Reaction conditions: temperature 130 celsius. Reaction SMILES: Cl.Cl[C:3]1[N:8]2[N:9]=[C:10]([CH:12]3[CH2:17][CH2:16][N:15]([CH:18]([CH3:20])[CH3:19])[CH2:14][CH2:13]3)[N:11]=[C:7]2[CH:6]=[C:5]([C:21]2[CH:26]=[CH:25][C:24]([F:27])=[CH:23][C:22]=2[F:28])[N:4]=1.Cl.[NH:30]1[CH2:35][CH2:34][CH2:33][CH:32]([NH:36][C:37]2[N:42]=[CH:41][C:40]([C:43]#[N:44])=[CH:39][CH:38]=2)[CH2:31]1.C(N(CC)C(C)C)(C)C>CS(C)=O>[F:28][C:22]1[CH:23]=[C:24]([F:27])[CH:25]=[CH:26][C:21]=1[C:5]1[N:4]=[C:3]([N:30]2[CH2:35][CH2:34][CH2:33][CH:32]([NH:36][C:37]3[N:42]=[CH:41][C:40]([C:43]#[N:44])=[CH:39][CH:38]=3)[CH2:31]2)[N:8]2[N:9]=[C:10]([CH:12]3[CH2:17][CH2:16][N:15]([CH:18]([CH3:20])[CH3:19])[CH2:14][CH2:13]3)[N:11]=[C:7]2[CH:6]=1 |f:0.1,2.3|. Starting materials: Cl.ClC1=NC(=CC=2N1N=C(N2)C2CCN(CC2)C(C)C)C2=C(C=C(C=C2)F)F (5-Chloro-7-(2,4-difluorophenyl)-2-[1-(propan-2-yl)piperidin-4-yl][1,2,4]triazolo[1,5-c]pyrimidine hydrochloride), Cl.N1CC(CCC1)NC1=CC=C(C=N1)C#N (6-(Piperidin-3-ylamino)pyridine-3-carbonitrile hydrochloride), C(C)(C)N(C(C)C)CC (N,N-diisopropylethylamine). Product: FC1=C(C=CC(=C1)F)C1=CC=2N(C(=N1)N1CC(CCC1)NC1=CC=C(C=N1)C#N)N=C(N2)C2CCN(CC2)C(C)C (6-[(1-{7-(2,4-Difluorophenyl)-2-[1-(propan-2-yl)piperidin-4-yl][1,2,4]triazolo[1,5-c]pyrimidin-5-yl}piperidin-3-yl)amino]pyridine-3-carbonitrile). Starting materials: CC1(C2=C(C(=CC=C2)P(C3=CC=CC=C3)C4=CC=CC=C4)OC5=C(C=CC=C51)P(C6=CC=CC=C6)C7=CC=CC=C7)C (Xantphos), FCCN1CCN(CC1)C=1C=CC(=NC1)N (5-(4-(2-Fluoroethyl)piperazin-1-yl)pyridin-2-amine), BrC=1C(N(C=C(C1)Br)C)=O (3,5-dibromo-1-methyl-pyridin-2(1H)-one), C([O-])([O-])=O.[Cs+].[Cs+] (cesium carbonate). Reagents/catalysts: C=1C=CC(=CC1)/C=C/C(=O)/C=C/C2=CC=CC=C2.C=1C=CC(=CC1)/C=C/C(=O)/C=C/C2=CC=CC=C2.C=1C=CC(=CC1)/C=C/C(=O)/C=C/C2=CC=CC=C2.[Pd].[Pd] (tris(dibenzylideneacetone)dipalladium(0)). Run in C(Cl)Cl.CO (methylene chloride methanol), O (water), O1CCOCC1 (1,4-dioxane). Run at temperature 100 celsius. Product: BrC=1C=C(C(N(C1)C)=O)NC1=NC=C(C=C1)N1CCN(CC1)CCF (5-Bromo-3-(5-(4-(2-fluoroethyl)piperazin-1-yl)pyridin-2-ylamino)-1-methylpyridin-2(1H)-one). Isolated yield 62.0%. RXN SMILES: [F:1][CH2:2][CH2:3][N:4]1[CH2:9][CH2:8][N:7]([C:10]2[CH:11]=[CH:12][C:13]([NH2:16])=[N:14][CH:15]=2)[CH2:6][CH2:5]1.Br[C:18]1[C:19](=[O:26])[N:20]([CH3:25])[CH:21]=[C:22]([Br:24])[CH:23]=1.C(=O)([O-])[O-].[Cs+].[Cs+].CC1(C)C2C(=C(P(C3C=CC=CC=3)C3C=CC=CC=3)C=CC=2)OC2C(P(C3C=CC=CC=3)C3C=CC=CC=3)=CC=CC1=2>C(Cl)Cl.CO.O.C1C=CC(/C=C/C(/C=C/C2C=CC=CC=2)=O)=CC=1.C1C=CC(/C=C/C(/C=C/C2C=CC=CC=2)=O)=CC=1.C1C=CC(/C=C/C(/C=C/C2C=CC=CC=2)=O)=CC=1.[Pd].[Pd].O1CCOCC1>[Br:24][C:22]1[CH:23]=[C:18]([NH:16][C:13]2[CH:12]=[CH:11][C:10]([N:7]3[CH2:6][CH2:5][N:4]([CH2:3][CH2:2][F:1])[CH2:9][CH2:8]3)=[CH:15][N:14]=2)[C:19](=[O:26])[N:20]([CH3:25])[CH:21]=1 |f:2.3.4,6.7,9.10.11.12.13|. Reported procedure: A 100-mL single-neck round-bottomed flask equipped with a magnetic stirrer and nitrogen inlet was charged with 217c (402 mg, 1.79 mmol), 3,5-dibromo-1-methyl-pyridin-2(1H)-one (478 mg, 1.79 mmol), cesium carbonate (1.75 g, 5.37 mmol) and 1,4-dioxane (15 mL). After bubbling nitrogen through the resulting suspension for 30 min, Xantphos (93 mg, 0.161 mmol) and tris(dibenzylideneacetone)dipalladium(0) (82 mg, 0.090 mmol) were added. A reflux condenser was attached to the flask, and the reaction mix... The reactants are Cc1ccc2c(n1)Nc1cc(C)c(C)cc1NC2=O, CI, [H-], [Na+], CN(C)C=O. Product: Cc1ccc2c(n1)Nc1cc(C)c(C)cc1N(C)C2=O. Reaction SMILES: [CH3:1][c:2]1[cH:3][cH:4][c:5]2[c:6]([n:19]1)[NH:7][c:8]1[c:9]([cH:13][c:14]([CH3:18])[c:15]([CH3:17])[cH:16]1)[NH:10][C:11]2=[O:12].[CH3:22][I:23].[H-:20].[Na+:21].[O:24]=[CH:25][N:26]([CH3:27])[CH3:28]>>[CH3:1][c:2]1[cH:3][cH:4][c:5]2[c:6]([n:19]1)[NH:7][c:8]1[c:9]([cH:13][c:14]([CH3:18])[c:15]([CH3:17])[cH:16]1)[N:10]([CH3:22])[C:11]2=[O:12]. The reactants are BrC1=Cc2ccccc2C1, CC(C)(C[Mg+])c1ccccc1, [Cl-], Cl. Reaction SMILES: [Br:1][C:2]1=[CH:10][c:9]2[c:4]([cH:5][cH:6][cH:7][cH:8]2)[CH2:3]1.[CH3:12][C:13]([CH2:14][Mg+:15])([CH3:16])[c:17]1[cH:18][cH:19][cH:20][cH:21][cH:22]1.[Cl-:11].[ClH:23]>>[C:2]1([CH2:14][C:13]([CH3:12])([CH3:16])[c:17]2[cH:18][cH:19][cH:20][cH:21][cH:22]2)=[CH:10][c:9]2[c:4]([cH:5][cH:6][cH:7][cH:8]2)[CH2:3]1. The product is CC(C)(CC1=Cc2ccccc2C1)c1ccccc1. Starting materials: FC1=NC=C(C#N)C=C1C (6-fluoro-5-methylnicotinonitrile), Cl.C(C)(C)(C)OC(CCN)=O (beta-alanine tert-butyl ester hydrochloride), TEA, O (water). Solvent: CS(=O)C (DMSO). Conditions: temperature 150 celsius, time 2 hour. Yields the product C(#N)C=1C=C(C(=NC1)NCCC(=O)OC(C)(C)C)C (tert-butyl 3-[(5-cyano-3-methylpyridin-2-yl)amino]propanoate). Isolated yield 93.8%. As a reaction SMILES: F[C:2]1[C:9]([CH3:10])=[CH:8][C:5]([C:6]#[N:7])=[CH:4][N:3]=1.Cl.[C:12]([O:16][C:17](=[O:21])[CH2:18][CH2:19][NH2:20])([CH3:15])([CH3:14])[CH3:13].O>CS(C)=O>[C:6]([C:5]1[CH:8]=[C:9]([CH3:10])[C:2]([NH:20][CH2:19][CH2:18][C:17]([O:16][C:12]([CH3:15])([CH3:14])[CH3:13])=[O:21])=[N:3][CH:4]=1)#[N:7] |f:1.2|. Procedure details: A mixture of 6-fluoro-5-methylnicotinonitrile (Molekula 11370, 10 g, 73.4 mmol), beta-alanine tert-butyl ester hydrochloride (16 g, 88.1 mmol) and TEA (25.6 mL, 183.6 mmol) was prepared in DMSO (100 mL) under nitrogen, and then heated at 150° C. for 4 hours. The reaction mixture was cooled to 100° C. and water (100 mL) was added drop wise. The resulting mixture was stirred at RT for 2 hours, and then the precipitate was filtered off, washed with water and dried under reduced pressure to afford t... Reactants: ClN1C(N(C(N(C1=O)Cl)=O)Cl)=O (trichloroisocyanuric acid), C(C)(=O)[O-].[Na+] (sodium acetate), C(CCCCCCC)O (1-octanol). The reagents and catalysts are CC1(CCCC(N1[O])(C)C)C (TEMPO). Run in C(Cl)Cl (methylene chloride), C(Cl)Cl (methylene chloride). Reaction conditions: time 80 minute. Yields the product C(CCCCCCC)=O (octanal). Isolated yield 91.4%. Reaction SMILES: ClN1C(=O)N(Cl)C(=O)N(Cl)C1=O.C([O-])(=O)C.[Na+].[CH2:18]([OH:26])[CH2:19][CH2:20][CH2:21][CH2:22][CH2:23][CH2:24][CH3:25]>C(Cl)Cl.CC1(C)N([O])C(C)(C)CCC1>[CH:18](=[O:26])[CH2:19][CH2:20][CH2:21][CH2:22][CH2:23][CH2:24][CH3:25] |f:1.2,^1:33|. Procedure: 3.5 g (15.1 mmol) of trichloroisocyanuric acid, 3.7 g (45.1 mmol) of sodium acetate and 10 mg (0.06 mmol) of TEMPO were suspended in 40 ml of methylene chloride in a 100 ml sulphonation flask and the suspension was cooled to (-7)-(-9)° C. while stirring. A solution of 5 g (38.4 mmol) of 1-octanol in 20 ml of methylene chloride was dosed in within 20 minutes, whereupon the mixture was held at (-7)-(-9)° C. for 80 minutes. Thereafter, the reaction had finished. For the working up, the white precip...